This data is from the Open Reaction Database (ORD), a public repository of structured organic reaction records. The task is: describe an organic reaction: reactants, conditions, products, and yield Starting materials: IC=1C=C(CN)C=CC1N (3-iodo-4-aminobenzylamine), [N+](=O)(O)[O-].CC1=NN(C(=C1)C)C(=N)N (3,5-dimethylpyrazole-1-carboxamidine nitrate), HNO3.0.5H2O, needles. Solvent: C(C)O (ethanol). Yields the product IC=1C=C(CNC(=N)N)C=CC1N (3-Iodo-4-aminobenzylguanidine). As a reaction SMILES: [I:1][C:2]1[CH:3]=[C:4]([CH:7]=[CH:8][C:9]=1[NH2:10])[CH2:5][NH2:6].[N+]([O-])(O)=O.CC1C=C(C)[N:18]([C:22](N)=[NH:23])N=1>C(O)C>[I:1][C:2]1[CH:3]=[C:4]([CH:7]=[CH:8][C:9]=1[NH2:10])[CH2:5][NH:6][C:22]([NH2:23])=[NH:18] |f:1.2|. Procedure details: An ethanol (5 ml) solution of 3-iodo-4-aminobenzylamine (0.220 g, 0.887 mmol) and 3,5-dimethylpyrazole-1-carboxamidine nitrate (0.179 g, 0.087 mmol) was heated at reflux temperature for 3 hr. under argon. The solvent was evaporated in vacuo and the residue washed with ether and dichloromethane to remove 3,5-dimethylpyrazole and unreacted amine. The crude product was recrystallized from methanol/ether to give fine, pale-yellow needles (0.163 g, 72.5%), mp 135°-137° C.; PMR (DMSO-d6) γ6.62-7.66 (m...